This data is from the Open Reaction Database (ORD), a public repository of structured organic reaction records. The task is: describe an organic reaction: reactants, conditions, products, and yield The solvent is C(C)(C)O (isopropanol). Reaction SMILES: CN(C)[CH:3]=[CH:4][C:5]([C:7]1[CH:8]=[N:9][CH:10]=[CH:11][CH:12]=1)=O.[N+]([O-])(O)=O.[CH3:18][C:19]1[CH:24]=[CH:23][C:22]([NH:25][C:26]([NH2:28])=[NH:27])=[CH:21][C:20]=1[N+:29]([O-:31])=[O:30].[OH-].[Na+]>C(O)(C)C>[CH3:18][C:19]1[CH:24]=[CH:23][C:22]([NH:25][C:26]2[N:28]=[C:5]([C:7]3[CH:8]=[N:9][CH:10]=[CH:11][CH:12]=3)[CH:4]=[CH:3][N:27]=2)=[CH:21][C:20]=1[N+:29]([O-:31])=[O:30] |f:1.2,3.4|. The reactants are CN(C=CC(=O)C=1C=NC=CC1)C (3-Dimethylamino-1-(3-pyridyl)-2-propen-1-one), [N+](=O)(O)[O-].CC1=C(C=C(C=C1)NC(=N)N)[N+](=O)[O-] (4-methyl-3-nitrophenyl-guanidine nitrate), [OH-].[Na+] (sodium hydroxide). Isolated yield 104130488.0%. The product is CC1=C(C=C(C=C1)NC1=NC=CC(=N1)C=1C=NC=CC1)[N+](=O)[O-] (N-(4-methyl-3-nitrophenyl)-4-(3-pyridyl)-2-pyrimidine-amine). Conditions: temperature 0 celsius. Procedure: 3-Dimethylamino-1-(3-pyridyl)-2-propen-1-one (20 g, 0.1 μmol), 4-methyl-3-nitrophenyl-guanidine nitrate (32 g, 0.12 mol), and sodium hydroxide (6.8 g, 0.17 mol) were dissolved in isopropanol, and reacted under reflux for 28 hours. The reaction solution was cooled to 0° C., filtered, washed with isopropanol, water and ethanol, and dried to give N-(4-methyl-3-nitrophenyl)-4-(3-pyridyl)-2-pyrimidine-amine (32 g).